Dataset: the Open Reaction Database (ORD), a public repository of structured organic reaction records. Task: describe an organic reaction: reactants, conditions, products, and yield The reactants are Cc1ccccc1, O=C(Cl)CCl, O=[N+]([O-])c1ccc2c(c1)OCCN2, [Na+], O=C([O-])O. Yields the product O=C(CCl)N1CCOc2cc([N+](=O)[O-])ccc21. RXN SMILES: [CH3:24][c:25]1[cH:26][cH:27][cH:28][cH:29][cH:30]1.[Cl:14][CH2:15][C:16](=[O:17])[Cl:18].[N+:1](=[O:2])([O-:3])[c:4]1[cH:5][cH:6][c:7]2[c:8]([cH:13]1)[O:9][CH2:10][CH2:11][NH:12]2.[Na+:23].[O-:19][C:20]([OH:21])=[O:22]>>[N+:1](=[O:2])([O-:3])[c:4]1[cH:5][cH:6][c:7]2[c:8]([cH:13]1)[O:9][CH2:10][CH2:11][N:12]2[C:16]([CH2:15][Cl:14])=[O:17]. The reactants are C(C)OC(CC(C(=O)O)C1=CC=C(C=C1)Cl)=O (2-(4-Chlorophenyl)succinic acid 4-monoethylester), CN(C=O)C (N,N-dimethylformamide), acid chloride, C(C(=O)Cl)(=O)Cl (oxalyl chloride). Run in ClCCl (dichloromethane). Reaction conditions: time 1.5 hour. Product: ClC=1C=C2CN(CC2=CC1)C(C(CC(=O)OCC)C1=CC=C(C=C1)Cl)=O (ethyl 4-(5-chloro-2-isoindolinyl)-3-(4-chlorophenyl)-4-oxobutanoate). Reaction SMILES: [CH2:1]([O:3][C:4](=[O:17])[CH2:5][CH:6]([C:10]1[CH:15]=[CH:14][C:13]([Cl:16])=[CH:12][CH:11]=1)[C:7]([OH:9])=O)[CH3:2].[C:18]([Cl:23])(=O)[C:19](Cl)=O.[CH3:24][N:25]([CH3:28])C=O>ClCCl>[Cl:23][C:18]1[CH:19]=[C:4]2[C:5](=[CH:6][CH:7]=1)[CH2:28][N:25]([C:7](=[O:9])[CH:6]([C:10]1[CH:15]=[CH:14][C:13]([Cl:16])=[CH:12][CH:11]=1)[CH2:5][C:4]([O:3][CH2:1][CH3:2])=[O:17])[CH2:24]2. Procedure details: 2-(4-Chlorophenyl)succinic acid 4-monoethylester (1.11 g) was converted to the corresponding acid chloride by treatment with oxalyl chloride (0.7 ml) in dichloromethane (3 ml) and catalytic amounts of N,N-dimethylformamide (0.5 h at rt, then 0.5 h reflux). All volatiles were removed in vacuo and the crude acid chloride dissolved in dichloromethane (4 ml). This solution was added dropwise to a stirred, ice-cold solution of 5-chloroisoindoline (0.86 g) and triethyl amine (1.7 ml) in dichloromethan... Reactants: CCOC(C)=O, C#CCOc1cccc(F)c1[N+](=O)[O-], O, O, Cl[Sn]Cl. The product is C#CCOc1cccc(F)c1N. RXN SMILES: [CH3:20][CH2:21][O:22][C:23]([CH3:24])=[O:25].[F:1][c:2]1[c:3]([N+:12]([O-:13])=[O:14])[c:4]([O:8][CH2:9][C:10]#[CH:11])[cH:5][cH:6][cH:7]1.[OH2:15].[OH2:16].[Sn:17]([Cl:18])[Cl:19]>>[F:1][c:2]1[c:3]([NH2:12])[c:4]([O:8][CH2:9][C:10]#[CH:11])[cH:5][cH:6][cH:7]1. Reactants: CC(C)(C)OC(=O)N1CCCC(CNc2cccnc2)C1, CCC(=O)Cl, ClCCl. Product: CCC(=O)N(CC1CCCN(C(=O)OC(C)(C)C)C1)c1cccnc1. RXN SMILES: [C:1](=[O:2])([O:3][C:4]([CH3:5])([CH3:6])[CH3:7])[N:8]1[CH2:9][CH:10]([CH2:14][NH:15][c:16]2[cH:17][n:18][cH:19][cH:20][cH:21]2)[CH2:11][CH2:12][CH2:13]1.[C:22]([CH2:23][CH3:24])(=[O:25])[Cl:26].[Cl:27][CH2:28][Cl:29]>>[C:1](=[O:2])([O:3][C:4]([CH3:5])([CH3:6])[CH3:7])[N:8]1[CH2:9][CH:10]([CH2:14][N:15]([c:16]2[cH:17][n:18][cH:19][cH:20][cH:21]2)[C:22]([CH2:23][CH3:24])=[O:25])[CH2:11][CH2:12][CH2:13]1.